From a dataset of the Open Reaction Database (ORD), a public repository of structured organic reaction records. describe an organic reaction: reactants, conditions, products, and yield The reactants are C(C)OC(COC1=CC(=CC(=C1)C)C=O)=O (2-(3-formyl-5-methyl-phenoxy)-acetic acid ethyl ester), [OH-].[Na+] (sodium hydroxide), Cl (hydrochloric acid), C(C)(=O)OCC (ethyl acetate). The solvent is CO (methanol). Reaction conditions: time 15 minute. Yields the product C(=O)C=1C=C(OCC(=O)O)C=C(C1)C (2-(3-Formyl-5-methyl-phenoxy)-acetic acid). As a reaction SMILES: C([O:3][C:4](=[O:16])[CH2:5][O:6][C:7]1[CH:12]=[C:11]([CH3:13])[CH:10]=[C:9]([CH:14]=[O:15])[CH:8]=1)C.[OH-].[Na+].C(OCC)(=O)C.Cl>CO>[CH:14]([C:9]1[CH:8]=[C:7]([CH:12]=[C:11]([CH3:13])[CH:10]=1)[O:6][CH2:5][C:4]([OH:16])=[O:3])=[O:15] |f:1.2|. Procedure: A stirred solution of 2-(3-formyl-5-methyl-phenoxy)-acetic acid ethyl ester (0.79 g) in methanol (4 ml) at 5° C. was treated with a 2M sodium hydroxide solution (3.6 ml). After 15 min the mixture was allowed to warm to room temperature. After a further 2 h the stirred solution was again cooled to 5° C. and covered with ethyl acetate and the aqueous layer was adjusted to acidic pH with 2M hydrochloric acid. The layers were separated and the aqueous phase was extracted with more ethyl acetate. The... Product: C=CCC(C(=O)OC)N(C)C(=O)CCCC(F)(F)F. Starting materials: C=CCC(NC)C(=O)OC, O=C(O)CCCC(F)(F)F. As a reaction SMILES: [CH3:11][NH:12][CH:13]([C:14](=[O:15])[O:16][CH3:17])[CH2:18][CH:19]=[CH2:20].[F:1][C:2]([CH2:3][CH2:4][CH2:5][C:6](=[O:7])[OH:8])([F:9])[F:10]>>[F:1][C:2]([CH2:3][CH2:4][CH2:5][C:6](=[O:8])[N:12]([CH3:11])[CH:13]([C:14](=[O:15])[O:16][CH3:17])[CH2:18][CH:19]=[CH2:20])([F:9])[F:10]. Starting materials: COC1=CC=C(CNC2=NC3=CC=C(C=C3C=C2CCC(=O)NCC2CCCCC2)Br)C=C1 (3-(2-(4-methoxybenzylamino)-6-bromoquinolin-3-yl)-N-(cyclohexylmethyl)propanamide), CCO (EtOH), ClC1=C(C=CC=C1)B(O)O (2-chlorophenylboronic acid), C(C)(=O)[O-].[K+] (potassium acetate). The reagents and catalysts are CC(C)(C)P(C1=CC=C(C=C1)N(C)C)C(C)(C)C.CC(C)(C)P(C1=CC=C(C=C1)N(C)C)C(C)(C)C.Cl[Pd]Cl (bis(di-tert-butyl(4-dimethylaminophenyl)phosphine)dichloropalladium(II)). Solvent: O (water). Run at temperature 85 celsius. Yields the product COC1=CC=C(CNC2=NC3=CC=C(C=C3C=C2CCC(=O)NCC2CCCCC2)C2=C(C=CC=C2)Cl)C=C1 (3-(2-(4-methoxybenzylamino)-6-(2-chlorophenyl)quinolin-3-yl)-N-(cyclohexylmethyl)propanamide). Reaction SMILES: [CH3:1][O:2][C:3]1[CH:33]=[CH:32][C:6]([CH2:7][NH:8][C:9]2[C:18]([CH2:19][CH2:20][C:21]([NH:23][CH2:24][CH:25]3[CH2:30][CH2:29][CH2:28][CH2:27][CH2:26]3)=[O:22])=[CH:17][C:16]3[C:11](=[CH:12][CH:13]=[C:14](Br)[CH:15]=3)[N:10]=2)=[CH:5][CH:4]=1.[Cl:34][C:35]1[CH:40]=[CH:39][CH:38]=[CH:37][C:36]=1B(O)O.C([O-])(=O)C.[K+].CCO>CC(P(C(C)(C)C)C1C=CC(N(C)C)=CC=1)(C)C.CC(P(C(C)(C)C)C1C=CC(N(C)C)=CC=1)(C)C.Cl[Pd]Cl.O>[CH3:1][O:2][C:3]1[CH:33]=[CH:32][C:6]([CH2:7][NH:8][C:9]2[C:18]([CH2:19][CH2:20][C:21]([NH:23][CH2:24][CH:25]3[CH2:30][CH2:29][CH2:28][CH2:27][CH2:26]3)=[O:22])=[CH:17][C:16]3[C:11](=[CH:12][CH:13]=[C:14]([C:36]4[CH:37]=[CH:38][CH:39]=[CH:40][C:35]=4[Cl:34])[CH:15]=3)[N:10]=2)=[CH:5][CH:4]=1 |f:2.3,5.6.7|. Reported procedure: To a stirred solution of (E)-3-(2-(4-methoxybenzylamino)-6-bromoquinolin-3-yl)-N-(cyclohexylmethyl)acrylamide (representative compound 10; 3.7 g, 7.3 mmol) in DME (100 mL) was added 4-methylbenzenesulfonohydrazide (13.6 g, 72.8 mmol). The mixture was brought to reflux at 86° C. and then via addition funnel was added dropwise a solution of sodium acetate (10.4 g, 127 mmol) in water (60 mL) over 1.5 h. Once the addition was complete, the reaction was refluxed for an additional 30 min, and then coo... Reactants: COc1cc(C=O)c(Br)c(OC)c1, C1COCCN1, C1CCOC1, CCCCCC, [Li]CCCC, Cl, O=[N+]([O-])c1ccccc1. Product: COc1cc(C=O)c(O)c(OC)c1. RXN SMILES: [Br:18][c:19]1[c:20]([CH:21]=[O:22])[cH:23][c:24]([O:29][CH3:30])[cH:25][c:26]1[O:27][CH3:28].[CH2:1]1[NH:2][CH2:4][CH2:5][O:3][CH2:6]1.[CH2:41]1[O:42][CH2:43][CH2:44][CH2:45]1.[CH3:12][CH2:13][CH2:14][CH2:15][CH2:16][CH3:17].[CH3:7][CH2:8][CH2:9][CH2:10][Li:11].[ClH:40].[O-:31][N+:32]([c:33]1[cH:34][cH:35][cH:36][cH:37][cH:38]1)=[O:39]>>[OH:3][c:19]1[c:20]([CH:21]=[O:22])[cH:23][c:24]([O:29][CH3:30])[cH:25][c:26]1[O:27][CH3:28]. Reactants: CC(C)C[Al+]CC(C)C, ClCCl, CCOC(=O)C(=C(c1ccc(F)cc1)c1ccc(F)cc1)c1nnn(C(c2ccccc2)(c2ccccc2)c2ccccc2)n1, [H-]. The product is OCC(=C(c1ccc(F)cc1)c1ccc(F)cc1)c1nnn(C(c2ccccc2)(c2ccccc2)c2ccccc2)n1. Reaction SMILES: [CH2:47]([Al+:48][CH2:49][CH:50]([CH3:51])[CH3:52])[CH:53]([CH3:54])[CH3:55].[CH2:56]([Cl:57])[Cl:58].[F:1][c:2]1[cH:3][cH:4][c:5]([C:8](=[C:9]([C:10](=[O:11])[O:12][CH2:13][CH3:14])[c:15]2[n:16][n:17][n:18]([C:20]([c:21]3[cH:22][cH:23][cH:24][cH:25][cH:26]3)([c:27]3[cH:28][cH:29][cH:30][cH:31][cH:32]3)[c:33]3[cH:34][cH:35][cH:36][cH:37][cH:38]3)[n:19]2)[c:39]2[cH:40][cH:41][c:42]([F:45])[cH:43][cH:44]2)[cH:6][cH:7]1.[H-:46]>>[F:1][c:2]1[cH:3][cH:4][c:5]([C:8](=[C:9]([CH2:10][OH:11])[c:15]2[n:16][n:17][n:18]([C:20]([c:21]3[cH:22][cH:23][cH:24][cH:25][cH:26]3)([c:27]3[cH:28][cH:29][cH:30][cH:31][cH:32]3)[c:33]3[cH:34][cH:35][cH:36][cH:37][cH:38]3)[n:19]2)[c:39]2[cH:40][cH:41][c:42]([F:45])[cH:43][cH:44]2)[cH:6][cH:7]1. Reactants: ClC1=C(N=NC(=C1)Cl)C(=O)OCC (ethyl 4,6-dichloropyridazine-3-carboxylate), N1(N=CC=C1)C1=CC=CC(=N1)N (6-(1H-pyrazol-1-yl)pyridin-2-amine). The solvent is C(C)#N (acetonitrile). Product: N1(N=CC=C1)C1=CC=CC(=N1)NC1=C(N=NC(=C1)Cl)C(=O)OCC (ethyl 4-(6-(1H-pyrazol-1-yl)pyridin-2-ylamino)-6-chloropyridazine-3-carboxylate). Yield: 24.8%. As a reaction SMILES: Cl[C:2]1[CH:7]=[C:6]([Cl:8])[N:5]=[N:4][C:3]=1[C:9]([O:11][CH2:12][CH3:13])=[O:10].[N:14]1([C:19]2[N:24]=[C:23]([NH2:25])[CH:22]=[CH:21][CH:20]=2)[CH:18]=[CH:17][CH:16]=[N:15]1>C(#N)C>[N:14]1([C:19]2[N:24]=[C:23]([NH:25][C:2]3[CH:7]=[C:6]([Cl:8])[N:5]=[N:4][C:3]=3[C:9]([O:11][CH2:12][CH3:13])=[O:10])[CH:22]=[CH:21][CH:20]=2)[CH:18]=[CH:17][CH:16]=[N:15]1. Procedure details: A solution of ethyl 4,6-dichloropyridazine-3-carboxylate (230 mg, 1.04 mmol) and 6-(1H-pyrazol-1-yl)pyridin-2-amine (332.3 mg, 2.07 mmol) in acetonitrile (11.8 mL) was heated at 130° C. in a sealed tube for 48 h, then cooled concentrated in vacuo and then purified by chromatography (silica, Analogix 24 g RediSep Gold column 0 to 20% acetone in dichloromethane, 20 min) to give ethyl 4-(6-(1H-pyrazol-1-yl)pyridin-2-ylamino)-6-chloropyridazine-3-carboxylate (107 mg, 258 μmol, 25%) as a white solid.... Reactants: ClC1=C(C#N)C=CC(=C1)C1=C(C=NN1)Cl (2-chloro-4-(4-chloro-1H-pyrazol-5-yl)benzonitrile), Cl.C(C)O (HCl ethanol). Conditions: time 2 hour. Product: Cl.ClC1=C(C#N)C=CC(=C1)C1=C(C=NN1)Cl (2-chloro-4-(4-chloro-1H-pyrazol-5-yl)benzonitrile hydrochloride). The yield is 18.0%. Reaction SMILES: [Cl:1][C:2]1[CH:9]=[C:8]([C:10]2[NH:14][N:13]=[CH:12][C:11]=2[Cl:15])[CH:7]=[CH:6][C:3]=1[C:4]#[N:5].Cl.C(O)C>>[ClH:1].[Cl:1][C:2]1[CH:9]=[C:8]([C:10]2[NH:14][N:13]=[CH:12][C:11]=2[Cl:15])[CH:7]=[CH:6][C:3]=1[C:4]#[N:5] |f:1.2,3.4|. Procedure: 2-chloro-4-(1-(tetrahydro-2H-pyran-2-yl)-1H-pyrazol-5-yl)benzonitrile (12.0 g, 41.7 mmol) was dissolved in acetic acid (20 ml) and sodium hypochlorite solution (29.0 ml, 416 mmol) was added. The reaction mixture was stirred at RT overnight. Further again, acetic acid (120 ml) and sodium hypochlorite solution (14 ml) were added and the mixture was stirred at RT overnight. The precipitate was filtrated and washed with water and DCM. The precipitate was dried in vacuum 40° C. overnight to yield 5.8...